This data is from the Open Reaction Database (ORD), a public repository of structured organic reaction records. The task is: describe an organic reaction: reactants, conditions, products, and yield Starting materials: ClC1=C(C(=O)O)C(=CC=C1)S (2-chloro-6-mercaptobenzoic acid), COC(C)(C)OC (2,2-dimethoxypropane). The solvent is C1(=CC=CC=C1)C (toluene). Reaction conditions: time 8 hour. Product: ClC1=CC=CC2=C1C(OC(S2)(C)C)=O (5-Chloro-2,2-dimethyl-4H-[3,1]benzoxathiin-4-one). Reaction SMILES: [Cl:1][C:2]1[CH:10]=[CH:9][CH:8]=[C:7]([SH:11])[C:3]=1[C:4]([OH:6])=[O:5].CO[C:14](OC)([CH3:16])[CH3:15]>C1(C)C=CC=CC=1>[Cl:1][C:2]1[C:3]2[C:4](=[O:6])[O:5][C:14]([CH3:16])([CH3:15])[S:11][C:7]=2[CH:8]=[CH:9][CH:10]=1. Procedure: 20 g (106 mmol) of 2-chloro-6-mercaptobenzoic acid, 26 ml (212 mmol) of 2,2-dimethoxypropane and 2 g of Amberlyst 15 (strongly acidic ion exchange resin) are refluxed in 1 l of toluene for 3 h. 100 ml are then distilled off in the course of 2 h, a further 10 ml of 2,2-dimethoxypropane are added, boiling is continued for a short time, and the mixture is stirred overnight at room temperature, filtered and concentrated in vacuo. Yield: 22.4 g (92%) of oil, 1H-NMR (CDCl3) δ=1.82 (s); 7.18-7.40 (m). Reported procedure: A mixture of ethyl 2-(trans-4-formylcyclohexyl)acetate (0.75 g, 3.78 mmol), NaCN (0.21 g, 4.28 mmol), saturated aqueous NH4OH solution (0.53 mL) and NH4Cl (0.24 g) in EtOH (22 mL) and water (11 mL) was heated at 70° C. overnight. After removal of organic solvent, the residue was extracted with EtOAc, washed with saturated NaHCO3 solution and brine, dried over Na2SO4. Filtration and evaporation to dryness gave the crude product. LC/MC: 225.1 (MH)+. Conditions: temperature 70 celsius. Product: NC([C@@H]1CC[C@H](CC1)CC(=O)OCC)C#N (ethyl 2-(trans-4-(amino(cyano)methyl)cyclohexyl)acetate). Run in CCO (EtOH), O (water). Starting materials: C(=O)[C@@H]1CC[C@H](CC1)CC(=O)OCC (ethyl 2-(trans-4-formylcyclohexyl)acetate), [C-]#N.[Na+] (NaCN), [NH4+].[OH-] (NH4OH), [NH4+].[Cl-] (NH4Cl). Reaction SMILES: [CH:1]([C@H:3]1[CH2:8][CH2:7][C@H:6]([CH2:9][C:10]([O:12][CH2:13][CH3:14])=[O:11])[CH2:5][CH2:4]1)=O.[C-:15]#[N:16].[Na+].[NH4+:18].[OH-].[NH4+].[Cl-]>CCO.O>[NH2:18][CH:1]([C:15]#[N:16])[C@H:3]1[CH2:8][CH2:7][C@H:6]([CH2:9][C:10]([O:12][CH2:13][CH3:14])=[O:11])[CH2:5][CH2:4]1 |f:1.2,3.4,5.6|.